From a dataset of the Open Reaction Database (ORD), a public repository of structured organic reaction records. describe an organic reaction: reactants, conditions, products, and yield Starting materials: Cl.C1(CC1)COC1=C(C=C(C(=C1)OC)F)C=1C2=C(N=CN1)C(=C(N2)C)C(=O)N[C@H]2[C@@H](CNCC2)O (4-[2-(cyclopropylmethoxy)-5-fluoro-4-methoxyphenyl]-N-[(3R*,4R*)-3-hydroxypiperidin-4-yl]-6-methyl-5H-pyrrolo[3,2-d]pyrimidine-7-carboxamide hydrochloride), C(C)(=O)Cl (acetyl chloride). Yields the product C(C)(=O)N1C[C@H]([C@@H](CC1)NC(=O)C1=C(NC2=C1N=CN=C2C2=C(C=C(C(=C2)F)OC)OCC2CC2)C)O (N-[(3R*,4R*)-1-Acetyl-3-hydroxypiperidin-4-yl]-4-[2-(cyclopropyl methoxy)-5-fluoro-4-methoxyphenyl]-6-methyl-5H-pyrrolo[3,2-d]pyrimidine-7-carboxamide). Reaction SMILES: Cl.[CH:2]1([CH2:5][O:6][C:7]2[CH:12]=[C:11]([O:13][CH3:14])[C:10]([F:15])=[CH:9][C:8]=2[C:16]2[C:17]3[NH:24][C:23]([CH3:25])=[C:22]([C:26]([NH:28][C@@H:29]4[CH2:34][CH2:33][NH:32][CH2:31][C@H:30]4[OH:35])=[O:27])[C:18]=3[N:19]=[CH:20][N:21]=2)[CH2:4][CH2:3]1.[C:36](Cl)(=[O:38])[CH3:37]>>[C:36]([N:32]1[CH2:33][CH2:34][C@@H:29]([NH:28][C:26]([C:22]2[C:18]3[N:19]=[CH:20][N:21]=[C:16]([C:8]4[CH:9]=[C:10]([F:15])[C:11]([O:13][CH3:14])=[CH:12][C:7]=4[O:6][CH2:5][CH:2]4[CH2:4][CH2:3]4)[C:17]=3[NH:24][C:23]=2[CH3:25])=[O:27])[C@H:30]([OH:35])[CH2:31]1)(=[O:38])[CH3:37] |f:0.1|. Reported procedure: Starting from 4-[2-(cyclopropylmethoxy)-5-fluoro-4-methoxyphenyl]-N-[(3R*,4R*)-3-hydroxypiperidin-4-yl]-6-methyl-5H-pyrrolo[3,2-d]pyrimidine-7-carboxamide hydrochloride (example D.f47) and commercially available acetyl chloride the title compound is obtained as colorless solid. Starting materials: [H-].[Na+] (sodium hydride), CC1=C(C(=CC=C1)C)C1=CC(=CC=C1)COC=1C=C2C=CNC2=CC1 (5-[(2′,6′-Dimethylbiphenyl-3-yl)methoxy]-1H-indole), BrCC(=O)OCC (ethyl bromoacetate). Run in O1CCCC1 (tetrahydrofuran), CN(C=O)C (N,N-dimethylformamide), C(C)(=O)OCC (ethyl acetate). Run at time 20 minute. The product is CC1=C(C(=CC=C1)C)C1=CC(=CC=C1)COC=1C=C2C=CN(C2=CC1)CC(=O)OCC (ethyl {5-[(2′,6′-dimethylbiphenyl-3-yl)methoxy]-1H-indol-1-yl}acetate). Isolated yield 83.4%. RXN SMILES: [CH3:1][C:2]1[CH:7]=[CH:6][CH:5]=[C:4]([CH3:8])[C:3]=1[C:9]1[CH:14]=[CH:13][CH:12]=[C:11]([CH2:15][O:16][C:17]2[CH:18]=[C:19]3[C:23](=[CH:24][CH:25]=2)[NH:22][CH:21]=[CH:20]3)[CH:10]=1.[H-].[Na+].Br[CH2:29][C:30]([O:32][CH2:33][CH3:34])=[O:31]>O1CCCC1.CN(C)C=O.C(OCC)(=O)C>[CH3:1][C:2]1[CH:7]=[CH:6][CH:5]=[C:4]([CH3:8])[C:3]=1[C:9]1[CH:14]=[CH:13][CH:12]=[C:11]([CH2:15][O:16][C:17]2[CH:18]=[C:19]3[C:23](=[CH:24][CH:25]=2)[N:22]([CH2:29][C:30]([O:32][CH2:33][CH3:34])=[O:31])[CH:21]=[CH:20]3)[CH:10]=1 |f:1.2|. Reported procedure: 5-[(2′,6′-Dimethylbiphenyl-3-yl)methoxy]-1H-indole (0.95 g, 2.90 mmol) was dissolved in a mixed solvent of tetrahydrofuran (30 mL) and N,N-dimethylformamide (4 mL). The solution was ice-cooled, and sodium hydride (60% in oil, 0.12 g, 3.0 mmol) was added, and the mixture was stirred at the same temperature for 20 min. Then, ethyl bromoacetate (0.36 mL, 3.25 mmol) was added to the solution, and the mixture was allowed to warm to room temperature and stirred for 2 days. The reaction solution was di... Reactants: ClCC#N (chloroacetonitrile), OC1=C(C=CC=C1)S(=O)(=O)N (2-hydroxybenzenesulphonamide), C([O-])([O-])=O.[K+].[K+] (potassium carbonate). Run in C(C)#N (acetonitrile). Conditions: time 16 hour. The product is C(#N)COC1=C(C=CC=C1)S(=O)(=O)N (2-cyanomethoxyphenylsulphonamide). Isolated yield 66.0%. RXN SMILES: Cl[CH2:2][C:3]#[N:4].[OH:5][C:6]1[CH:11]=[CH:10][CH:9]=[CH:8][C:7]=1[S:12]([NH2:15])(=[O:14])=[O:13].C(=O)([O-])[O-].[K+].[K+]>C(#N)C>[C:3]([CH2:2][O:5][C:6]1[CH:11]=[CH:10][CH:9]=[CH:8][C:7]=1[S:12]([NH2:15])(=[O:13])=[O:14])#[N:4] |f:2.3.4|. Reported procedure: 8 g (0.1 mol) of chloroacetonitrile are added dropwise to a stirred suspension of 18 g (0.1 mol) of 2-hydroxybenzenesulphonamide and 15 g (0.1 mol) of potassium carbonate in 250 ml of acetonitrile, and stirring is continued for a further 16 hours at 55° C. to 60° C. when the addition is complete. The reaction mixture obtained is filtered under suction, and the residue is evaporated down and triturated with water. The solid obtained is dried on clay. 14 g (66% of theory) of 2-cyanomethoxyphenylsu... Reactants: ClC1=C2C=CC(=NC2=NC=C1)C(F)(F)F (5-Chloro-2-trifluoromethyl-[1,8]naphthyridine), CC=1C=CC(=C(C1)N)SC1=CC=CC=C1 (5-Methyl-2-phenylsulfanyl-phenylamine). The solvent is CCOCC (ether). Yields the product CC=1C=CC(=C(C1)NC1=CC=NC2=NC(=CC=C12)C(F)(F)F)SC1=CC=CC=C1 ((5-Methyl-2-phenylsulfanyl-phenyl)-(7-trifluoromethyl-[1,8]naphthyridin-4-yl)-amine), hydrochloride salt. RXN SMILES: Cl[C:2]1[CH:11]=[CH:10][N:9]=[C:8]2[C:3]=1[CH:4]=[CH:5][C:6]([C:12]([F:15])([F:14])[F:13])=[N:7]2.[CH3:16][C:17]1[CH:18]=[CH:19][C:20]([S:24][C:25]2[CH:30]=[CH:29][CH:28]=[CH:27][CH:26]=2)=[C:21]([NH2:23])[CH:22]=1>CCOCC>[CH3:16][C:17]1[CH:18]=[CH:19][C:20]([S:24][C:25]2[CH:26]=[CH:27][CH:28]=[CH:29][CH:30]=2)=[C:21]([NH:23][C:2]2[C:3]3[C:8](=[N:7][C:6]([C:12]([F:15])([F:14])[F:13])=[CH:5][CH:4]=3)[N:9]=[CH:10][CH:11]=2)[CH:22]=1. Procedure details: The product from Example 7d (65 mg, 0.28 mmol) and the product from Example 1f (61.5 mg, 0.28 mmol) was reacted 28 h following the procedure from Example 1g giving the title compound as a hydrochloride salt after trituration with ether giving (131 mg, 99%). 1H NMR (300 MHz, DMSO-d6) δ ppm: 6.43 (d, J=6.99 Hz, 1H) 7.23 (m, 4H) 7.35 (m, 4H) 8.39 (d, J=8.82 Hz, 1H) 8.55 (d, J=6.99 Hz, 1H) 9.48 (d, J=8.46 Hz, 1H) 11.55 (brs, 1H); MS (ESI+) m/z 412 (M−Cl)+; (ESI−) m/z 410 (M−HCl)−. Reactants: C(C)(C)(C)OC(=O)N1CC(N(CC1)C1=C(C=CC=C1)C)C=1C=C(C=CC1)C1=CC(=CC=C1)S(=O)(=O)C (3-(3′-methanesulfonyl-biphenyl-3-yl)-4-o-tolyl-piperazine-1-carboxylic acid tert-butyl ester), Cl (HCl). Run in C(C)O (ethanol), C(C)O (ethanol). Product: Cl.CS(=O)(=O)C=1C=C(C=CC1)C1=CC(=CC=C1)C1N(CCNC1)C1=C(C=CC=C1)C (2-(3′-methanesulfonyl-biphenyl-3-yl)-1-o-tolyl-piperazine hydrochloride). Reaction SMILES: C(OC([N:8]1[CH2:13][CH2:12][N:11]([C:14]2[CH:19]=[CH:18][CH:17]=[CH:16][C:15]=2[CH3:20])[CH:10]([C:21]2[CH:22]=[C:23]([C:27]3[CH:32]=[CH:31][CH:30]=[C:29]([S:33]([CH3:36])(=[O:35])=[O:34])[CH:28]=3)[CH:24]=[CH:25][CH:26]=2)[CH2:9]1)=O)(C)(C)C.[ClH:37]>C(O)C>[ClH:37].[CH3:36][S:33]([C:29]1[CH:28]=[C:27]([C:23]2[CH:24]=[CH:25][CH:26]=[C:21]([CH:10]3[CH2:9][NH:8][CH2:13][CH2:12][N:11]3[C:14]3[CH:19]=[CH:18][CH:17]=[CH:16][C:15]=3[CH3:20])[CH:22]=2)[CH:32]=[CH:31][CH:30]=1)(=[O:34])=[O:35] |f:3.4|. Procedure: 3-(3′-methanesulfonyl-biphenyl-3-yl)-4-o-tolyl-piperazine-1-carboxylic acid tert-butyl ester (90 mg) in ethanol (1 mL) was treated with a saturated solution of HCl in ethanol (1 mL) at room temperature overnight. The solution was concentrated in vacuo to yield crude 2-(3′-methanesulfonyl-biphenyl-3-yl)-1-o-tolyl-piperazine hydrochloride, MS: 407.3 (M+H)+. Reactants: N1N=CN=C1 (1,2,4-triazole), ice water, C([O-])([O-])=O.[K+].[K+] (potassium carbonate), C1(=CC=CC=C1)C1=CC=C(C=C1)C(=O)C(CCCl)Br (1-bromo-3-chloropropyl 4-phenylphenyl ketone). The solvent is C(C)#N (acetonitrile), C(C)#N (acetonitrile). Yields the product N1(N=CN=C1)C1(CC1)C(=O)C1=CC=C(C=C1)C1=CC=CC=C1 (4-Phenylphenyl 1-(1,2,4-triazol-1-yl)-cyclopropyl ketone). RXN SMILES: [NH:1]1[CH:5]=[N:4][CH:3]=[N:2]1.C(=O)([O-])[O-].[K+].[K+].[C:12]1([C:18]2[CH:23]=[CH:22][C:21]([C:24]([CH:26](Br)[CH2:27][CH2:28]Cl)=[O:25])=[CH:20][CH:19]=2)[CH:17]=[CH:16][CH:15]=[CH:14][CH:13]=1>C(#N)C>[N:1]1([C:26]2([C:24]([C:21]3[CH:22]=[CH:23][C:18]([C:12]4[CH:17]=[CH:16][CH:15]=[CH:14][CH:13]=4)=[CH:19][CH:20]=3)=[O:25])[CH2:28][CH2:27]2)[CH:5]=[N:4][CH:3]=[N:2]1 |f:1.2.3|. Procedure: 44.7 g (0.648 mol) of 1,2,4-triazole and 89.5 g (0.648 mol) of anhydrous potassium carbonate were suspended in 525 ml of acetonitrile, and, under reflux, 202 g (0.6 mol) of of acetonitrile, and, under reflux, 202 g (0.6 mol) of 1-bromo-3-chloropropyl 4-phenylphenyl ketone were added in portions over 20 minutes. After a reaction time of 3 hours under reflux, the mixture was poured into ice water and the crystals obtained were filtered off under suction. 162.0 g (93% of theory) of colorless crysta... Run at time 15 hour. As a reaction SMILES: [CH3:1][N:2]=[C:3]=[O:4].[O:5]([C:12]1[CH:18]=[C:17]([Cl:19])[C:16]([Cl:20])=[CH:15][C:13]=1[NH2:14])[C:6]1[CH:11]=[CH:10][CH:9]=[CH:8][CH:7]=1>C(N(CC)CC)C.O1CCOCC1>[O:5]([C:12]1[CH:18]=[C:17]([Cl:19])[C:16]([Cl:20])=[CH:15][C:13]=1[NH:14][C:3]([NH:2][CH3:1])=[O:4])[C:6]1[CH:7]=[CH:8][CH:9]=[CH:10][CH:11]=1. Reagents/catalysts: C(C)N(CC)CC (triethylamine). The reactants are CN=C=O (methylisocyanate), O(C1=CC=CC=C1)C1=C(N)C=C(C(=C1)Cl)Cl (2-phenoxy-4,5-dichloroaniline). Solvent: O1CCOCC1 (dioxan). Procedure: 2.0 gm (35 mmols) of methylisocyanate and two drops of triethylamine are added to a solution of 6.35 gm (25 mmols) of 2-phenoxy-4,5-dichloroaniline in 50 ml of anhydrous dioxan. The resulting solution is kept at 50°-60° C. for 15 hours. Then about 40 ml of dioxan are distilled off in vacuo and the residue is stirred with 50 ml of petrol. After cooling to 5°-10° C. for one hour, the crystalline product is suction filtered, washed with 20 ml of petrol and dried. Product: O(C1=CC=CC=C1)C1=C(C=C(C(=C1)Cl)Cl)NC(=O)NC (N-(2-phenoxy-4,5-dichlorophenyl)-N'-methyl-urea).